Task: describe an organic reaction: reactants, conditions, products, and yield. Dataset: the Open Reaction Database (ORD), a public repository of structured organic reaction records Reactants: OOS(=O)[O-].[K+] (oxone), ClC1=CC(=NC(=N1)SC)N1C[C@H](CC[C@H]1C(F)(F)F)C(=O)O (cis-1-[6-chloro-2-(methylthio)-4-pyrimidinyl]-6-(trifluoromethyl)-3-piperidinecarboxylic acid), CO (CH3OH), Cl (HCl). The solvent is O (water), O (water), O (water). Reaction conditions: time 8 hour. The product is ClC1=CC(=NC(=N1)S(=O)(=O)C)N1C[C@H](CC[C@H]1C(F)(F)F)C(=O)O (Cis-1-[6-Chloro-2-(methylsulfonyl)-4-pyrimidinyl]-6-(trifluoromethyl)-3-piperidinecarboxylic acid). RXN SMILES: [Cl:1][C:2]1[N:7]=[C:6](SC)[N:5]=[C:4]([N:10]2[C@H:15]([C:16]([F:19])([F:18])[F:17])[CH2:14][CH2:13][C@H:12]([C:20]([OH:22])=[O:21])[CH2:11]2)[CH:3]=1.O[O:24][S:25]([O-:27])=O.[K+].Cl.[CH3:30]O>O>[Cl:1][C:2]1[N:7]=[C:6]([S:25]([CH3:30])(=[O:27])=[O:24])[N:5]=[C:4]([N:10]2[C@H:15]([C:16]([F:18])([F:19])[F:17])[CH2:14][CH2:13][C@H:12]([C:20]([OH:22])=[O:21])[CH2:11]2)[CH:3]=1 |f:1.2|. Procedure: A suspension of cis-1-[6-chloro-2-(methylthio)-4-pyrimidinyl]-6-(trifluoromethyl)-3-piperidinecarboxylic acid (180 mg, 0.506 mmol) in CH3OH (8 mL) and water (2.5 mL) was cooled in an ice bath and treated slowly with a premixed solution of oxone (778 mg, 1.27 mmol) in water (3 mL). The reaction was stirred at room temperature overnight. The pH was adjusted pH to acidic with 1N HCl and then 5 mL of water was added. The resulting mixture was filtered over fritted funnel to isolate the title compoun...